This data is from the Open Reaction Database (ORD), a public repository of structured organic reaction records. The task is: describe an organic reaction: reactants, conditions, products, and yield Starting materials: FC1(OC2=C(O1)C=CC(=C2)CC#N)F ((2,2-difluoro-1,3-benzodioxol-5-yl)-acetonitrile), BrCCCl (1-bromo-2-chloroethane). The reagents and catalysts are [Br-].C(CCC)[N+](CCCC)(CCCC)CCCC (tetrabutylammonium bromide). Conditions: temperature 10 celsius, time 1 hour. The product is FC1(OC2=C(O1)C=CC(=C2)C2(CC2)C#N)F ((2,2-difluoro-1,3-benzodioxol-5-yl)-cyclopropanecarbonitrile). Reaction SMILES: [F:1][C:2]1([F:14])[O:6][C:5]2[CH:7]=[CH:8][C:9]([CH2:11][C:12]#[N:13])=[CH:10][C:4]=2[O:3]1.Br[CH2:16][CH2:17]Cl>[Br-].C([N+](CCCC)(CCCC)CCCC)CCC>[F:14][C:2]1([F:1])[O:6][C:5]2[CH:7]=[CH:8][C:9]([C:11]3([C:12]#[N:13])[CH2:17][CH2:16]3)=[CH:10][C:4]=2[O:3]1 |f:2.3|. Procedure: A stock solution of 50% w/w NaOH was degassed via nitrogen sparge for no less than 16 h. An appropriate amount of MTBE was similarly degassed for several hours. To a reactor purged with nitrogen was charged degassed MTBE (143 mL) followed by (2,2-difluoro-1,3-benzodioxol-5-yl)-acetonitrile (40.95 g, 207.7 mmol) and tetrabutylammonium bromide (2.25 g, 10.38 mmol). The volume of the mixture was noted and the mixture was degassed via nitrogen sparge for 30 min. Enough degassed MTBE is charged to re...